From a dataset of the Open Reaction Database (ORD), a public repository of structured organic reaction records. describe an organic reaction: reactants, conditions, products, and yield The reactants are FC1(CC(C1)COCC1=NC(=NC(=C1)C(=C)OCC)NC1=CC(=C(C=C1)N1C=NC(=C1)C)OC)F (4-(((3,3-difluorocyclobutyl)methoxy)methyl)-6-(1-ethoxyvinyl)-N-(3-methoxy-4-(4-methyl-1H-imidazol-1-yl)phenyl)pyrimidin-2-amine), O (water), Cl (HCl). Run in O1CCOCC1 (dioxane). Conditions: temperature 50 celsius, time 20 minute. Yields the product FC1(CC(C1)COCC1=CC(=NC(=N1)NC1=CC(=C(C=C1)N1C=NC(=C1)C)OC)C(C)=O)F (1-(6-(((3,3-Difluorocyclobutyl)methoxy)methyl)-2-(3-methoxy-4-(4-methyl-1H-imidazol-1-yl)phenylamino)pyrimidin-4-yl)ethanone). The yield is 87.4%. As a reaction SMILES: [F:1][C:2]1([F:35])[CH2:5][CH:4]([CH2:6][O:7][CH2:8][C:9]2[CH:14]=[C:13]([C:15]([O:17]CC)=[CH2:16])[N:12]=[C:11]([NH:20][C:21]3[CH:26]=[CH:25][C:24]([N:27]4[CH:31]=[C:30]([CH3:32])[N:29]=[CH:28]4)=[C:23]([O:33][CH3:34])[CH:22]=3)[N:10]=2)[CH2:3]1.O.Cl>O1CCOCC1>[F:35][C:2]1([F:1])[CH2:5][CH:4]([CH2:6][O:7][CH2:8][C:9]2[N:10]=[C:11]([NH:20][C:21]3[CH:26]=[CH:25][C:24]([N:27]4[CH:31]=[C:30]([CH3:32])[N:29]=[CH:28]4)=[C:23]([O:33][CH3:34])[CH:22]=3)[N:12]=[C:13]([C:15](=[O:17])[CH3:16])[CH:14]=2)[CH2:3]1. Procedure details: To a solution of 4-(((3,3-difluorocyclobutyl)methoxy)methyl)-6-(1-ethoxyvinyl)-N-(3-methoxy-4-(4-methyl-1H-imidazol-1-yl)phenyl)pyrimidin-2-amine (17 mg, 0.04 mmol) in dioxane (3 mL) was added water (0.2 mL) and HCl (9 μL, 0.11 mmol). The mixture was stirred at 50° C. for 20 minutes. The solvents were evaporate and the residue was partitioned between aqueous sodium bicarbonate and DCM. The organic phase was evaporated to give the title compound (16 mg, 100%).